From a dataset of the Open Reaction Database (ORD), a public repository of structured organic reaction records. describe an organic reaction: reactants, conditions, products, and yield Reactants: CCCN=C=O, Cc1ccc(N)cc1C(=O)c1ccc(Nc2ccc(F)cc2F)cc1Cl, c1ccncc1. Product: CCCNC(=O)Nc1ccc(C)c(C(=O)c2ccc(Nc3ccc(F)cc3F)cc2Cl)c1. RXN SMILES: [CH2:27]([CH2:28][CH3:29])[N:30]=[C:31]=[O:32].[NH2:1][c:2]1[cH:3][cH:4][c:5]([CH3:26])[c:6]([C:8](=[O:9])[c:10]2[c:11]([Cl:25])[cH:12][c:13]([NH:16][c:17]3[c:18]([F:24])[cH:19][c:20]([F:23])[cH:21][cH:22]3)[cH:14][cH:15]2)[cH:7]1.[cH:33]1[cH:34][cH:35][n:36][cH:37][cH:38]1>>[NH:1]([c:2]1[cH:3][cH:4][c:5]([CH3:26])[c:6]([C:8](=[O:9])[c:10]2[c:11]([Cl:25])[cH:12][c:13]([NH:16][c:17]3[c:18]([F:24])[cH:19][c:20]([F:23])[cH:21][cH:22]3)[cH:14][cH:15]2)[cH:7]1)[C:31]([NH:30][CH2:27][CH2:28][CH3:29])=[O:32]. The reactants are CCc1c(C)nc2n(Cc3ccc(C(=O)c4ccc(C(=O)O)cc4)cc3)ccn2c1=O, CCOC(C)=O, Cl, C1CCN(C2CCNCC2)CC1, CN(C)C=O, O. Yields the product CCc1c(C)nc2n(Cc3ccc(C(=O)c4ccc(C(=O)N5CCC(N6CCCCC6)CC5)cc4)cc3)ccn2c1=O, Cl. Reaction SMILES: [C:1](=[O:2])([OH:3])[c:4]1[cH:5][cH:6][c:7]([C:8](=[O:9])[c:10]2[cH:11][cH:12][c:13]([CH2:14][n:15]3[cH:16][cH:17][n:18]4[c:19]3[n:20][c:21]([CH3:27])[c:22]([CH2:25][CH3:26])[c:23]4=[O:24])[cH:28][cH:29]2)[cH:30][cH:31]1.[CH3:51][CH2:52][O:53][C:54](=[O:55])[CH3:56].[ClH:44].[N:32]1([CH:38]2[CH2:39][CH2:40][NH:41][CH2:42][CH2:43]2)[CH2:33][CH2:34][CH2:35][CH2:36][CH2:37]1.[O:46]=[CH:47][N:48]([CH3:49])[CH3:50].[OH2:45]>>[C:1](=[O:3])([c:4]1[cH:5][cH:6][c:7]([C:8](=[O:9])[c:10]2[cH:11][cH:12][c:13]([CH2:14][n:15]3[cH:16][cH:17][n:18]4[c:19]3[n:20][c:21]([CH3:27])[c:22]([CH2:25][CH3:26])[c:23]4=[O:24])[cH:28][cH:29]2)[cH:30][cH:31]1)[N:41]1[CH2:40][CH2:39][CH:38]([N:32]2[CH2:33][CH2:34][CH2:35][CH2:36][CH2:37]2)[CH2:43][CH2:42]1.[ClH:44]. Yields the product N(=[N+]=[N-])CC1=C(SC=C1)CC(=O)NC1[C@@H]2N(C(C(S2)(C)C)C2=NN=NN2)C1=O (6-(2-[3-Azidomethyl-2-thienyl]acetamido)-2,2-dimethyl-3-(5-tetrazolyl)penam). Reaction conditions: time 2.5 hour. Run in O1CCCC1.O (tetrahydrofuran water). Procedure: A solution of 5.48 g. (0.0228 mole) of 6-amino-2,2-dimethyl-3-(5-tetrazolyl)penam in 200 ml. of 1:1 tetrahydrofuran-water is adjusted to pH 7.5, and then 4.5 g. (0.0228 mole) of 2-(3-azidomethyl-2-thienyl)acetic acid is added. The mixture is cooled to 0°-5° C., and 4.37 g. (0.0288 mole) of 1-ethyl-3-(3-dimethylaminopropyl)carbodiimide hydrochloride is added. The reaction mixture is stirred at pH 6 and at 0°-5° C. for 2.5 hours. At this point, the tetrahydrofuran is removed by evaporation in vacu... Reaction SMILES: [NH2:1][CH:2]1[C:15](=[O:16])[N:4]2[CH:5]([C:10]3[NH:14][N:13]=[N:12][N:11]=3)[C:6]([CH3:9])([CH3:8])[S:7][C@H:3]12.[N:17]([CH2:20][C:21]1[CH:25]=[CH:24][S:23][C:22]=1[CH2:26][C:27](O)=[O:28])=[N+:18]=[N-:19].Cl.C(N=C=NCCCN(C)C)C>O1CCCC1.O>[N:17]([CH2:20][C:21]1[CH:25]=[CH:24][S:23][C:22]=1[CH2:26][C:27]([NH:1][CH:2]1[C:15](=[O:16])[N:4]2[CH:5]([C:10]3[NH:11][N:12]=[N:13][N:14]=3)[C:6]([CH3:8])([CH3:9])[S:7][C@H:3]12)=[O:28])=[N+:18]=[N-:19] |f:2.3,4.5|. The reactants are NC1[C@@H]2N(C(C(S2)(C)C)C2=NN=NN2)C1=O (6-amino-2,2-dimethyl-3-(5-tetrazolyl)penam), N(=[N+]=[N-])CC1=C(SC=C1)CC(=O)O (2-(3-azidomethyl-2-thienyl)acetic acid), Cl.C(C)N=C=NCCCN(C)C (1-ethyl-3-(3-dimethylaminopropyl)carbodiimide hydrochloride). Isolated yield 88.0%.